From a dataset of the Open Reaction Database (ORD), a public repository of structured organic reaction records. describe an organic reaction: reactants, conditions, products, and yield Reactants: [OH-].[Na+] (NaOH), COC(\C=C\C=C(\C(C)C)/C1=CC=C(C=C1)OC)=O ((2E,4Z)-5-(4-methoxyphenyl)-6-methyl-2,4-heptadienoic acid methyl ester). The solvent is CO (methanol). The product is COC1=CC=C(C=C1)\C(=C/C=C/C(=O)O)\C(C)C ((2E,4Z)-5-(4-methoxyphenyl)-6-methyl-2,4-heptadienoic acid). The yield is 95.6%. As a reaction SMILES: C[O:2][C:3](=[O:19])/[CH:4]=[CH:5]/[CH:6]=[C:7](\[C:11]1[CH:16]=[CH:15][C:14]([O:17][CH3:18])=[CH:13][CH:12]=1)/[CH:8]([CH3:10])[CH3:9].[OH-].[Na+]>CO>[CH3:18][O:17][C:14]1[CH:13]=[CH:12][C:11](/[C:7](/[CH:8]([CH3:10])[CH3:9])=[CH:6]\[CH:5]=[CH:4]\[C:3]([OH:19])=[O:2])=[CH:16][CH:15]=1 |f:1.2|. Procedure details: As described in Example 99, (2E,4Z)-5-(4-methoxyphenyl)-6-methyl-2,4-heptadienoic acid methyl ester (4.2 g) was saponified in a refluxing mixture of methanol (15 mL) and 2N NaOH (15 mL). After 2 hours reaction was worked up in the usual way to afford 3.8 g of (2E,4Z)-5-(4-methoxyphenyl)-6-methyl-2,4-heptadienoic acid. A sample was crystallized from cyclohexane-hexane to give the analytical specimen, mp 131.5°-133° C.